This data is from the Open Reaction Database (ORD), a public repository of structured organic reaction records. The task is: describe an organic reaction: reactants, conditions, products, and yield Starting materials: Cl.C(C1=CC=CC=C1)N (Benzylamine hydrochloride), O=C(C(=O)O)C(=O)O (ketomalonic acid), C(C)(=O)[O-].[Na+] (sodium acetate), [OH-].[Na+] (sodium hydroxide), COC1OC(CC1)OC (2,5-dimethoxytetrahydrofuran). Solvent: Cl (hydrochloric acid). Run at time 1 hour. Product: C(C1=CC=CC=C1)N1C2CC(CC1CC2)=O (8-Benzyl-8-azabicyclo[3.2.1]octan-3-one). Isolated yield 46.6%. Reaction SMILES: CO[CH:3]1[CH2:7][CH2:6][CH:5](OC)[O:4]1.Cl.[CH2:11]([NH2:18])[C:12]1[CH:17]=[CH:16][CH:15]=[CH:14][CH:13]=1.O=[C:20]([C:24](O)=O)[C:21](O)=O.C([O-])(=O)C.[Na+].[OH-].[Na+]>Cl>[CH2:11]([N:18]1[CH:6]2[CH2:5][CH2:24][CH:20]1[CH2:21][C:3](=[O:4])[CH2:7]2)[C:12]1[CH:17]=[CH:16][CH:15]=[CH:14][CH:13]=1 |f:1.2,4.5,6.7|. Procedure details: A solution of 2,5-dimethoxytetrahydrofuran (50 g, 378 mmol) in hydrochloric acid (0.025 N, 160 ml) was cooled to 0° C. for 16 hours. Benzylamine hydrochloride (65 g, 453 mmol), ketomalonic acid (55 g, 377 mmol) and an aqueous solution of sodium acetate (300 ml, 0.69 M) were added and the reaction stirred at room temperature for one hour. The mixture was heated to 50° C. for further 90 minutes, then cooled in an ice bath and basified to pH12 with 2N sodium hydroxide solution. The layers were sepa... Reactants: C1(CC1)C=1C(=CC(=NC1)C(=O)O)OCC(F)(F)F (5-Cyclopropyl-4-(2,2,2-trifluoro-ethoxy)-pyridine-2-carboxylic acid), CC(C)(C)N (2-methylpropan-2-amine). Product: C(C)(C)(C)NC(=O)C1=NC=C(C(=C1)OCC(F)(F)F)C1CC1 (5-Cyclopropyl-4-(2,2,2-trifluoro-ethoxy)-pyridine-2-carboxylic acid tert-butylamide). Reaction SMILES: [CH:1]1([C:4]2[C:5]([O:13][CH2:14][C:15]([F:18])([F:17])[F:16])=[CH:6][C:7]([C:10]([OH:12])=O)=[N:8][CH:9]=2)[CH2:3][CH2:2]1.[CH3:19][C:20]([NH2:23])([CH3:22])[CH3:21]>>[C:20]([NH:23][C:10]([C:7]1[CH:6]=[C:5]([O:13][CH2:14][C:15]([F:18])([F:17])[F:16])[C:4]([CH:1]2[CH2:2][CH2:3]2)=[CH:9][N:8]=1)=[O:12])([CH3:22])([CH3:21])[CH3:19]. Reported procedure: The title compound was synthesized in analogy to Example 63b, using 5-Cyclopropyl-4-(2,2,2-trifluoro-ethoxy)-pyridine-2-carboxylic acid (Example 48c) and 2-methylpropan-2-amine (CAN 75-64-9) as starting materials and isolated (12.5 mg, 17%) as colorless oil; MS (ESI, m/z): 317.1 (M+H+). The reactants are C1COCCN1, CS(=O)(=O)OCc1cc(COc2cccc3c2CN(C2CCC(=O)NC2=O)C3=O)on1, CC#N, CCN(C(C)C)C(C)C. Yields the product O=C1CCC(N2Cc3c(OCc4cc(CN5CCOCC5)no4)cccc3C2=O)C(=O)N1. Reaction SMILES: [CH2:32]1[CH2:33][O:34][CH2:35][CH2:36][NH:37]1.[CH3:1][S:2]([O:3][CH2:6][c:7]1[n:8][o:9][c:10]([CH2:12][O:13][c:14]2[c:15]3[c:19]([cH:20][cH:21][cH:22]2)[C:18](=[O:23])[N:17]([CH:24]2[C:25](=[O:31])[NH:26][C:27](=[O:30])[CH2:28][CH2:29]2)[CH2:16]3)[cH:11]1)(=[O:4])=[O:5].[CH3:47][C:48]#[N:49].[CH:38]([N:39]([CH2:40][CH3:41])[CH:42]([CH3:43])[CH3:44])([CH3:45])[CH3:46]>>[CH2:6]([c:7]1[n:8][o:9][c:10]([CH2:12][O:13][c:14]2[c:15]3[c:19]([cH:20][cH:21][cH:22]2)[C:18](=[O:23])[N:17]([CH:24]2[C:25](=[O:31])[NH:26][C:27](=[O:30])[CH2:28][CH2:29]2)[CH2:16]3)[cH:11]1)[N:37]1[CH2:32][CH2:33][O:34][CH2:35][CH2:36]1. The reactants are NC1CN(C1)C1=NC=2C=CC(=C(C2C=C1)C(=O)NCC1CCCCC1)Cl (2-(3-amino-1-azetidinyl)-6-chloro-N-(cyclohexylmethyl)-5-quinolinecarboxamide), C(C=C)(=O)OCC (ethyl acrylate), Cl (Hydrochloric acid), [OH-].[Na+] (Sodium hydroxide). The solvent is CO (methanol). Conditions: time 20 hour. Yields the product ClC=1C(=C2C=CC(=NC2=CC1)N1CC(C1)NCCC(=O)O)C(=O)NCCC1CCCCC1 (N-[1-[6-Chloro-5-[[(cyclohexylethyl)amino]carbonyl]-2-quinolinyl]-3-azetidinyl]-β-alanine). Reaction SMILES: [NH2:1][CH:2]1[CH2:5][N:4]([C:6]2[CH:15]=[CH:14][C:13]3[C:12]([C:16]([NH:18][CH2:19]C4CCCCC4)=[O:17])=[C:11]([Cl:26])[CH:10]=[CH:9][C:8]=3[N:7]=2)[CH2:3]1.[C:27]([O:31]CC)(=[O:30])[CH:28]=[CH2:29].[OH-].[Na+].Cl>CO>[Cl:26][C:11]1[C:12]([C:16]([NH:18][CH2:19][CH2:16][CH:12]2[CH2:13][CH2:8][CH2:9][CH2:10][CH2:11]2)=[O:17])=[C:13]2[C:8](=[CH:9][CH:10]=1)[N:7]=[C:6]([N:4]1[CH2:5][CH:2]([NH:1][CH2:29][CH2:28][C:27]([OH:31])=[O:30])[CH2:3]1)[CH:15]=[CH:14]2 |f:2.3|. Procedure details: To a stirred solution of 2-(3-amino-1-azetidinyl)-6-chloro-N-(cyclohexylmethyl)-5-quinolinecarboxamide (Example 97(a)) (0.1 g) in methanol (1 mL) was added ethyl acrylate (0.032 mL). The mixture was stirred at room temperature for 20 hours. Sodium hydroxide (1 mL, 1M) was added and the reaction mixture was stirred for 72 hours. Hydrochloric acid (0.5 mL, 2M) was added and the reaction mixture was concentrated under vacuum. Purification (HPLC—Symmetry, 0.1% aqueous ammonium acetate:acetonitrile a... The reactants are CCOC(=O)C1N(S(=O)(=O)c2ccc(C)cc2)CCC1(C)O, O=P(Cl)(Cl)Cl, c1ccncc1. Yields the product CCOC(=O)C1C(C)=CCN1S(=O)(=O)c1ccc(C)cc1. Reaction SMILES: [CH2:1]([CH3:2])[O:3][C:4](=[O:5])[CH:6]1[N:7]([S:13](=[O:14])(=[O:15])[c:16]2[cH:17][cH:18][c:19]([CH3:22])[cH:20][cH:21]2)[CH2:8][CH2:9][C:10]1([CH3:11])[OH:12].[P:23]([Cl:24])([Cl:25])([Cl:26])=[O:27].[cH:28]1[cH:29][cH:30][n:31][cH:32][cH:33]1>>[CH2:1]([CH3:2])[O:3][C:4](=[O:5])[CH:6]1[N:7]([S:13](=[O:14])(=[O:15])[c:16]2[cH:17][cH:18][c:19]([CH3:22])[cH:20][cH:21]2)[CH2:8][CH:9]=[C:10]1[CH3:11]. Procedure: Substituting a stoichiometric quantity of 2-fluoro-3,4-dimethoxyphenethylamine in the synthetic procedures of Example 1 gives 6-fluoro-7,8-dimethoxy-1-(p-methylthiophenyl)-2,3,4,5-tetrahydro-1H-3-benzazepine. Hydrolysis with boron tribromide as disclosed above gives 6-fluoro-7,8-dihydroxy-1 -(p-methylthiophenyl)-2,3,4,5-tetrahydro-1H-3-benzazepine. Substituting 2-trifluoromethyl-3,4,-dimethoxyphenethylamine, prepared via 2-trifluoromethyl-3,4,-dimethoxytoluene, in Example 1 gives 6-trifluorometh... Yields the product FC(C1=C(C(=CC=2C(CNCCC21)C2=CC=C(C=C2)SC)O)O)(F)F (6-trifluoromethyl-7,8-dihydroxy-1-(p-methylthiophenyl)-2,3,4,5-tetrahydro-1H-3-benzazepine). As a reaction SMILES: FC(F)(F)C1C(OC)=C(OC)C=CC=1CCN.FC(F)(F)C1C(OC)=C(OC)C=CC=1C.[F:33][C:34]([F:59])([F:58])[C:35]1[C:45]2[CH2:44][CH2:43][NH:42][CH2:41][CH:40]([C:46]3[CH:51]=[CH:50][C:49]([S:52][CH3:53])=[CH:48][CH:47]=3)[C:39]=2[CH:38]=[C:37]([O:54]C)[C:36]=1[O:56]C.B(Br)(Br)Br>>[F:59][C:34]([F:33])([F:58])[C:35]1[C:45]2[CH2:44][CH2:43][NH:42][CH2:41][CH:40]([C:46]3[CH:47]=[CH:48][C:49]([S:52][CH3:53])=[CH:50][CH:51]=3)[C:39]=2[CH:38]=[C:37]([OH:54])[C:36]=1[OH:56]. Reactants: FC(C1=C(CCN)C=CC(=C1OC)OC)(F)F (2-trifluoromethyl-3,4,-dimethoxyphenethylamine), FC(C1=C(C=CC(=C1OC)OC)C)(F)F (2-trifluoromethyl-3,4,-dimethoxytoluene), FC(C1=C(C(=CC=2C(CNCCC21)C2=CC=C(C=C2)SC)OC)OC)(F)F (6-trifluoromethyl-7,8-dimethoxy-1-(p-methylthiophenyl)-2,3,4,5-tetrahydro-1H-3-benzazepine), B(Br)(Br)Br (boron tribromide). Reactants: COc1cc2c(Oc3ccc4cc(C)[nH]c4c3)ncnc2cc1OC1CCN(C(=O)OC(C)(C)C)CC1, ClCCl, O=C(O)C(F)(F)F. The product is COc1cc2c(Oc3ccc4cc(C)[nH]c4c3)ncnc2cc1OC1CCNCC1. Reaction SMILES: [C:1]([O:2][C:3](=[O:4])[N:8]1[CH2:9][CH2:10][CH:11]([O:14][c:15]2[c:16]([O:36][CH3:37])[cH:17][c:18]3[c:19]([O:25][c:26]4[cH:27][cH:28][c:29]5[cH:30][c:31]([CH3:35])[nH:32][c:33]5[cH:34]4)[n:20][cH:21][n:22][c:23]3[cH:24]2)[CH2:12][CH2:13]1)([CH3:5])([CH3:6])[CH3:7].[Cl:45][CH2:46][Cl:47].[F:38][C:39]([F:40])([F:41])[C:42]([OH:43])=[O:44]>>[NH:8]1[CH2:9][CH2:10][CH:11]([O:14][c:15]2[c:16]([O:36][CH3:37])[cH:17][c:18]3[c:19]([O:25][c:26]4[cH:27][cH:28][c:29]5[cH:30][c:31]([CH3:35])[nH:32][c:33]5[cH:34]4)[n:20][cH:21][n:22][c:23]3[cH:24]2)[CH2:12][CH2:13]1.